Task: describe an organic reaction: reactants, conditions, products, and yield. Dataset: the Open Reaction Database (ORD), a public repository of structured organic reaction records Starting materials: CN1CCC(CO)CC1, ClCCl, O=C(Oc1ccc([N+](=O)[O-])cc1)Oc1ccc([N+](=O)[O-])cc1. The product is CN1CCC(COC(=O)Oc2ccc([N+](=O)[O-])cc2)CC1. Reaction SMILES: [CH3:1][N:2]1[CH2:3][CH2:4][CH:5]([CH2:8][OH:9])[CH2:6][CH2:7]1.[Cl:32][CH2:33][Cl:34].[N+:10](=[O:11])([O-:12])[c:13]1[cH:14][cH:15][c:16]([O:19][C:20]([O:21][c:23]2[cH:24][cH:25][c:26]([N+:27]([O-:28])=[O:29])[cH:30][cH:31]2)=[O:22])[cH:17][cH:18]1>>[CH3:1][N:2]1[CH2:3][CH2:4][CH:5]([CH2:8][O:9][C:20]([O:19][c:16]2[cH:15][cH:14][c:13]([N+:10](=[O:11])[O-:12])[cH:18][cH:17]2)=[O:21])[CH2:6][CH2:7]1. Starting materials: P(=O)(Cl)(Cl)Cl (Phosphoryl chloride), FC=1C=C2CCC(NC2=C(C1F)F)=O (6,7,8-trifluoro-3,4-dihydrocarbostyril), ClC(Cl)Cl (trichloromethane), CN(C=O)C (dimethylformamide). The solvent is O (water). Conditions: temperature 60 celsius, time 15 minute. Yields the product ClC=1NC2=C(C(=C(C=C2CC1C=O)F)F)F (2-Chloro-6,7,8-trifluoro-3-formyl-1,4-dihydroquinoline). As a reaction SMILES: P(Cl)(Cl)(Cl)=O.Cl[CH:7]([Cl:9])Cl.CN(C)C=O.[F:15][C:16]1[CH:17]=[C:18]2[C:23](=[C:24]([F:27])[C:25]=1[F:26])[NH:22][C:21](=[O:28])[CH2:20][CH2:19]2>O>[Cl:9][C:7]1[NH:22][C:23]2[C:18]([CH2:19][C:20]=1[CH:21]=[O:28])=[CH:17][C:16]([F:15])=[C:25]([F:26])[C:24]=2[F:27]. Reported procedure: Phosphoryl chloride (50 cc) is added in the course of 40 minutes with stirring at between 5° and 10° C. to a mixture of trichloromethane (525 cc) and dimethylformamide (49 cc), the mixture is stirred for 15 minutes at this temperature and the temperature is allowed to rise to approximately 20° C. To the solution obtained, 6,7,8-trifluoro-3,4-dihydrocarbostyril (46.8 g) is added gradually in the course of 20 minutes at approximately 20° C. with vigorous stirring. The mixture is left stirring for ...